Dataset: the Open Reaction Database (ORD), a public repository of structured organic reaction records. Task: describe an organic reaction: reactants, conditions, products, and yield Reactants: NC=1N=CC2=C(N1)CCN(C2)C=2C(NC=CC2C)=O (3-(2-amino-7,8-dihydropyrido[4,3-d]pyrimidin-6(5H)-yl)-4-methylpyridin-2(1H)-one), C(C)(C)(C)C1=CC=C(C=C1)I (1-tert-butyl-4-iodobenzene), CNCCNC (N,N′-dimethylethylenediamine), [O-]P(=O)([O-])[O-].[K+].[K+].[K+] (potassium phosphate tribasic). Reagents/catalysts: [Cu]I (copper (I) iodide). The solvent is CN1CCCC1=O (NMP). Reaction conditions: temperature 70 celsius. Yields the product NC=1N=CC2=C(N1)CCN(C2)C=2C(N(C=CC2C)C2=CC=C(C=C2)C(C)(C)C)=O (3-(2-amino-7,8-dihydropyrido[4,3-d]pyrimidin-6(5H)-yl)-1-(4-tert-butylphenyl)-4-methylpyridin-2(1H)-one). The yield is 57.0%. RXN SMILES: [NH2:1][C:2]1[N:3]=[CH:4][C:5]2[CH2:11][N:10]([C:12]3[C:13](=[O:19])[NH:14][CH:15]=[CH:16][C:17]=3[CH3:18])[CH2:9][CH2:8][C:6]=2[N:7]=1.[C:20]([C:24]1[CH:29]=[CH:28][C:27](I)=[CH:26][CH:25]=1)([CH3:23])([CH3:22])[CH3:21].CNCCNC.[O-]P([O-])([O-])=O.[K+].[K+].[K+]>CN1C(=O)CCC1.[Cu]I>[NH2:1][C:2]1[N:3]=[CH:4][C:5]2[CH2:11][N:10]([C:12]3[C:13](=[O:19])[N:14]([C:27]4[CH:28]=[CH:29][C:24]([C:20]([CH3:23])([CH3:22])[CH3:21])=[CH:25][CH:26]=4)[CH:15]=[CH:16][C:17]=3[CH3:18])[CH2:9][CH2:8][C:6]=2[N:7]=1 |f:3.4.5.6|. Procedure details: A mixture of 3-(2-amino-7,8-dihydropyrido[4,3-d]pyrimidin-6(5H)-yl)-4-methylpyridin-2(1H)-one, 1-tert-butyl-4-iodobenzene (0.071 mL, 0.40 mmol), N,N′-dimethylethylenediamine (0.022 mL, 0.20 mmol), potassium phosphate tribasic (170 mg, 0.80 mmol), copper (I) iodide (15 mg, 0.080 mmol) in 1.0 mL NMP was heated at 70° C. for 17 hours. The reaction mixture was partitioned between EtOAc and aqueous NaHCO3 solution, the EtOAc layer washed with H2O, brine, dried with anhydrous Na2SO4 and rotary evapora... The reactants are C1(CCCCC1)N=C=NC1CCCCC1 (Dicyclohexylcarbodiimide), C(C)(=O)OC(C(=O)NCCC(=O)O)C(COC(C)=O)(C)C (3-[N-(2,4-diacetoxy-3,3-dimethyl-1-oxobutyl)amino]propionic acid), C1=CC(=CC=C1[N+](=O)[O-])O (p-nitrophenol). As a reaction SMILES: C1(N=C=NC2CCCCC2)CCCCC1.[C:16]([O:19][CH:20]([C:29]([CH3:36])([CH3:35])[CH2:30][O:31][C:32](=[O:34])[CH3:33])[C:21]([NH:23][CH2:24][CH2:25][C:26]([OH:28])=[O:27])=[O:22])(=[O:18])[CH3:17].[CH:37]1[C:42]([N+:43]([O-:45])=[O:44])=[CH:41][CH:40]=[C:39](O)[CH:38]=1>O1CCCC1>[C:16]([O:19][CH:20]([C:29]([CH3:36])([CH3:35])[CH2:30][O:31][C:32](=[O:34])[CH3:33])[C:21]([NH:23][CH2:24][CH2:25][C:26]([O:28][C:39]1[CH:38]=[CH:37][C:42]([N+:43]([O-:45])=[O:44])=[CH:41][CH:40]=1)=[O:27])=[O:22])(=[O:18])[CH3:17]. The product is C(C)(=O)OC(C(=O)NCCC(=O)OC1=CC=C(C=C1)[N+](=O)[O-])C(COC(C)=O)(C)C (4-Nitropheny 3-[N-(2,4-diacetoxy 3,3-dimethyl-1-oxobutyl)amino]propionate). Procedure: Dicyclohexylcarbodiimide (15.5 g) was added to a solution of 22.6 g of 3-[N-(2,4-diacetoxy-3,3-dimethyl-1-oxobutyl)amino]propionic acid and 10.4 g of p-nitrophenol in 500 ml of tetrahydrofuran, and the mixture was stired for one night. After completion of the reaction, insoluble matter was removed and the solvent was distilled off under reduced pressure. The residue was dissolved in ethyl acetate. The resulting solution was washed with saturated aqueous sodium bicarbonate solution, with water an... Solvent: O1CCCC1 (tetrahydrofuran). Yield: 32.3%. Starting materials: CC(C)(C)[O-], O=C(NCc1ccc(F)cc1)c1ccc(S(=O)(=O)Cl)cc1, [K+], CN(C)C=O, c1ccc(-c2c[nH]c3ncccc23)cc1. Product: O=C(NCc1ccc(F)cc1)c1ccc(S(=O)(=O)n2cc(-c3ccccc3)c3cccnc32)cc1. As a reaction SMILES: [CH3:16][C:17]([CH3:18])([O-:19])[CH3:20].[F:22][c:23]1[cH:24][cH:25][c:26]([CH2:27][NH:28][C:29](=[O:30])[c:31]2[cH:32][cH:33][c:34]([S:37](=[O:38])(=[O:39])[Cl:40])[cH:35][cH:36]2)[cH:41][cH:42]1.[K+:21].[O:43]=[CH:44][N:45]([CH3:46])[CH3:47].[c:1]1(-[c:7]2[cH:8][nH:9][c:10]3[n:11][cH:12][cH:13][cH:14][c:15]23)[cH:2][cH:3][cH:4][cH:5][cH:6]1>>[c:1]1(-[c:7]2[cH:8][n:9]([S:37]([c:34]3[cH:33][cH:32][c:31]([C:29]([NH:28][CH2:27][c:26]4[cH:25][cH:24][c:23]([F:22])[cH:42][cH:41]4)=[O:30])[cH:36][cH:35]3)(=[O:38])=[O:39])[c:10]3[n:11][cH:12][cH:13][cH:14][c:15]23)[cH:2][cH:3][cH:4][cH:5][cH:6]1. The product is CC=1C=C(C=2N(C1)N=C(N2)NC2CCN(CC2)C2=NC=NC(=C2)C)C2=CCN(CC2)C(=O)OC(C)C (Isopropyl 4-(6-methyl-2-(1-(6-methylpyrimidin-4-yl)piperidin-4-ylamino)-[1,2,4]triazolo[1,5-a]pyridin-8-yl)-5,6-dihydropyridine-1(2H)-carboxylate), solid. Procedure details: Prepared in analogy to example 164b, starting from 6-methyl-N-(1-(6-methylpyrimidin-4-yl)piperidin-4-yl)-8-(1,2,3,6-tetrahydropyridin-4-yl)-[1,2,4]triazolo[1,5-a]pyridin-2-amine and isopropyl chloroformate. The title compound was obtained as a colorless solid (yield: 32%) after column chromatography on silica gel using a gradient from methylene chloride to a mixture of methylene chloride/methanol 19:1 (v/v) as eluent. MS ISP (m/e): 491.3 (100) [(M+H)+]. 1H NMR (CDCl3, 300 MHz): (ppm)=8.51 (s, 1H... The yield is 32.0%. Solvent: C(Cl)Cl (methylene chloride). As a reaction SMILES: [CH3:1][C:2]1[CH:3]=[C:4]([C:25]2[CH2:26][CH2:27][NH:28][CH2:29][CH:30]=2)[C:5]2[N:6]([N:8]=[C:9]([NH:11][CH:12]3[CH2:17][CH2:16][N:15]([C:18]4[CH:23]=[C:22]([CH3:24])[N:21]=[CH:20][N:19]=4)[CH2:14][CH2:13]3)[N:10]=2)[CH:7]=1.Cl[C:32]([O:34][CH:35]([CH3:37])[CH3:36])=[O:33]>C(Cl)Cl>[CH3:1][C:2]1[CH:3]=[C:4]([C:25]2[CH2:26][CH2:27][N:28]([C:32]([O:34][CH:35]([CH3:37])[CH3:36])=[O:33])[CH2:29][CH:30]=2)[C:5]2[N:6]([N:8]=[C:9]([NH:11][CH:12]3[CH2:17][CH2:16][N:15]([C:18]4[CH:23]=[C:22]([CH3:24])[N:21]=[CH:20][N:19]=4)[CH2:14][CH2:13]3)[N:10]=2)[CH:7]=1. Starting materials: CC=1C=C(C=2N(C1)N=C(N2)NC2CCN(CC2)C2=NC=NC(=C2)C)C=2CCNCC2 (6-methyl-N-(1-(6-methylpyrimidin-4-yl)piperidin-4-yl)-8-(1,2,3,6-tetrahydropyridin-4-yl)-[1,2,4]triazolo[1,5-a]pyridin-2-amine), ClC(=O)OC(C)C (isopropyl chloroformate). Reaction SMILES: [Al+3:2].[CH2:36]1[O:37][CH2:38][CH2:39][CH2:40]1.[Cl-:7].[F:9][C:10]([c:11]1[cH:12][c:13]([CH2:14][NH:15][c:16]2[c:17]3[cH:18][cH:19][cH:20][cH:21][c:22]3[n:23][c:24]3[c:29]2[C:28](=[O:30])[CH2:27][CH2:26][CH2:25]3)[cH:31][cH:32][cH:33]1)([F:34])[F:35].[H-:1].[H-:4].[H-:5].[H-:6].[Li+:3].[NH4+:8]>>[F:9][C:10]([c:11]1[cH:12][c:13]([CH2:14][NH:15][c:16]2[c:17]3[cH:18][cH:19][cH:20][cH:21][c:22]3[n:23][c:24]3[c:29]2[CH:28]([OH:30])[CH2:27][CH2:26][CH2:25]3)[cH:31][cH:32][cH:33]1)([F:34])[F:35]. Reactants: [Al+3], C1CCOC1, [Cl-], O=C1CCCc2nc3ccccc3c(NCc3cccc(C(F)(F)F)c3)c21, [H-], [H-], [H-], [H-], [Li+], [NH4+]. Product: OC1CCCc2nc3ccccc3c(NCc3cccc(C(F)(F)F)c3)c21. Reactants: OO (hydrogen peroxide), FC1=C(C=CC=C1F)OC[C@@H]1CC[C@H](CC1)CC (2,3-difluoro-1-(trans-4-ethylcyclohexyl)methoxybenzene), B(OC)(OC)OC (trimethyl borate), C(CCC)[Li] (butyllithium). Solvent: C1(=CC=CC=C1)C (toluene), O (Water), C1CCOC1 (THF). Conditions: temperature 0 celsius, time 30 minute. The product is FC1=C(C=CC(=C1F)OC[C@@H]1CC[C@H](CC1)CC)O (2,3-difluoro-4-(trans-4-ethylcyclohexyl)methoxyphenol). Isolated yield 50.9%. RXN SMILES: [F:1][C:2]1[C:7]([F:8])=[CH:6][CH:5]=[CH:4][C:3]=1[O:9][CH2:10][C@H:11]1[CH2:16][CH2:15][C@H:14]([CH2:17][CH3:18])[CH2:13][CH2:12]1.C([Li])CCC.B(OC)(OC)[O:25]C.OO>C1COCC1.C1(C)C=CC=CC=1.O>[F:8][C:7]1[C:2]([F:1])=[C:3]([O:9][CH2:10][C@H:11]2[CH2:16][CH2:15][C@H:14]([CH2:17][CH3:18])[CH2:13][CH2:12]2)[CH:4]=[CH:5][C:6]=1[OH:25]. Reported procedure: 37 g of 2,3-difluoro-1-(trans-4-ethylcyclohexyl)methoxybenzene was dissolved in 222 mL of THF, and 59.9 mL of butyllithium (2.67 M hexane solution) was added dropwise thereto at an internal temperature of −40° C. or lower. Then, further stirring was continued for 30 min. To this solution, 18.1 g of trimethyl borate was added dropwise at an internal temperature of −40° C. or lower, and then the temperature was increased to 0° C. Then, 24.7 mL of 30% hydrogen peroxide solution was added dropwise f... The reactants are C[P+](C)(C)CC#N, CCC#N, Cc1cc(C)cc(CC(NC(=S)NCCO)c2ccco2)c1, [I-]. The product is Cc1cc(C)cc(CC(NC2=NCCS2)c2ccco2)c1. As a reaction SMILES: [C:24]([CH2:25][P+:26]([CH3:27])([CH3:28])[CH3:29])#[N:30].[C:31](#[N:32])[CH2:33][CH3:34].[CH3:1][c:2]1[cH:3][c:4]([CH2:9][CH:10]([c:11]2[o:12][cH:13][cH:14][cH:15]2)[NH:16][C:17](=[S:18])[NH:19][CH2:20][CH2:21][OH:22])[cH:5][c:6]([CH3:8])[cH:7]1.[I-:23]>>[CH3:1][c:2]1[cH:3][c:4]([CH2:9][CH:10]([c:11]2[o:12][cH:13][cH:14][cH:15]2)[NH:16][C:17]2=[N:19][CH2:20][CH2:21][S:18]2)[cH:5][c:6]([CH3:8])[cH:7]1. The reactants are CC1(C2=CC=CC(=C2OC=2C(=CC=CC12)P(C1=CC=CC=C1)C1=CC=CC=C1)P(C1=CC=CC=C1)C1=CC=CC=C1)C (9,9-dimethyl-4,5-bis(diphenylphosphino)xanthene), ClC1=NC=CC(=N1)N[C@@H](C)C1=NC=C(C=C1)F ((S)-2-chloro-N-(1-(5-fluoropyridin-2-yl)ethyl)pyrimidin-4-amine), COC1=NC=CC=C1N (2-methoxypyridin-3-amine), C([O-])([O-])=O.[Cs+].[Cs+] (cesium carbonate). The reagents and catalysts are C=1C=CC(=CC1)/C=C/C(=O)/C=C/C2=CC=CC=C2.C=1C=CC(=CC1)/C=C/C(=O)/C=C/C2=CC=CC=C2.C=1C=CC(=CC1)/C=C/C(=O)/C=C/C2=CC=CC=C2.[Pd].[Pd] (tris(dibenzylideneacetone)dipalladium(0)). The solvent is O1CCOCC1 (1,4-dioxane). Run at temperature 100 celsius. Product: FC=1C=CC(=NC1)[C@H](C)NC1=NC(=NC=C1)NC=1C(=NC=CC1)OC ((S)—N4-(1-(5-Fluoropyridin-2-yl)ethyl)-N2-(2-methoxypyridin-3-yl)pyrimidine-2,4-diamine). The yield is 19.0%. Reaction SMILES: Cl[C:2]1[N:7]=[C:6]([NH:8][C@H:9]([C:11]2[CH:16]=[CH:15][C:14]([F:17])=[CH:13][N:12]=2)[CH3:10])[CH:5]=[CH:4][N:3]=1.[CH3:18][O:19][C:20]1[C:25]([NH2:26])=[CH:24][CH:23]=[CH:22][N:21]=1.C(=O)([O-])[O-].[Cs+].[Cs+].CC1(C)C2C=CC=C(P(C3C=CC=CC=3)C3C=CC=CC=3)C=2OC2C1=CC=CC=2P(C1C=CC=CC=1)C1C=CC=CC=1>C1C=CC(/C=C/C(/C=C/C2C=CC=CC=2)=O)=CC=1.C1C=CC(/C=C/C(/C=C/C2C=CC=CC=2)=O)=CC=1.C1C=CC(/C=C/C(/C=C/C2C=CC=CC=2)=O)=CC=1.[Pd].[Pd].O1CCOCC1>[F:17][C:14]1[CH:15]=[CH:16][C:11]([C@@H:9]([NH:8][C:6]2[CH:5]=[CH:4][N:3]=[C:2]([NH:26][C:25]3[C:20]([O:19][CH3:18])=[N:21][CH:22]=[CH:23][CH:24]=3)[N:7]=2)[CH3:10])=[N:12][CH:13]=1 |f:2.3.4,6.7.8.9.10|. Reported procedure: An oven-dried resealable Schlenk tube was charged with (S)-2-chloro-N-(1-(5-fluoropyridin-2-yl)ethyl)pyrimidin-4-amine (Preparation 1a, 43 mg, 0.17 mmol), 2-methoxypyridin-3-amine (23 mg, 0.19 mmol), cesium carbonate (111 mg, 0.34 mmol) and 1,4-dioxane (3 mL). The Schlenk tube was subjected to three cycles of evacuation-backfilling with argon then tris(dibenzylideneacetone)dipalladium(0) (16 mg, 0.02 mmol) and 9,9-dimethyl-4,5-bis(diphenylphosphino)xanthene (10 mg, 0.02 mmol) were added. After t... Starting materials: CCOC(=O)Cn1ccc2ccc(OCc3c(C(F)(F)F)cc(-c4ccc(OC(F)(F)F)cc4)nc3C)cc21, [Li+], [OH-]. Product: Cc1nc(-c2ccc(OC(F)(F)F)cc2)cc(C(F)(F)F)c1COc1ccc2ccn(CC(=O)O)c2c1. RXN SMILES: [CH2:1]([CH3:2])[O:3][C:4]([CH2:5][n:6]1[cH:7][cH:8][c:9]2[cH:10][cH:11][c:12]([O:15][CH2:16][c:17]3[c:18]([CH3:38])[n:19][c:20](-[c:27]4[cH:28][cH:29][c:30]([O:33][C:34]([F:35])([F:36])[F:37])[cH:31][cH:32]4)[cH:21][c:22]3[C:23]([F:24])([F:25])[F:26])[cH:13][c:14]12)=[O:39].[Li+:41].[OH-:40]>>[O:3]=[C:4]([CH2:5][n:6]1[cH:7][cH:8][c:9]2[cH:10][cH:11][c:12]([O:15][CH2:16][c:17]3[c:18]([CH3:38])[n:19][c:20](-[c:27]4[cH:28][cH:29][c:30]([O:33][C:34]([F:35])([F:36])[F:37])[cH:31][cH:32]4)[cH:21][c:22]3[C:23]([F:24])([F:25])[F:26])[cH:13][c:14]12)[OH:39]. Reactants: C(N)(OCC1=CC=CC=C1)=O (benzyl carbamate), O.C(C=O)(=O)O (glyoxylic acid hydrate), C1(=CC=C(C=C1)S(=O)(=O)O)C (p-toluenesulfonic acid). The solvent is CCCCCC (hexane). Product: C(CCC)OC(C(NC(=O)OCC1=CC=CC=C1)OCCCC)=O (N-Benzyloxycarbonyl-2-n-butoxyglycine n-butyl ester). RXN SMILES: [C:1](=[O:11])([O:3][CH2:4][C:5]1[CH:10]=[CH:9][CH:8]=[CH:7][CH:6]=1)[NH2:2].O.[C:13]([OH:17])(=[O:16])[CH:14]=[O:15].[C:18]1([CH3:28])[CH:23]=[CH:22]C(S(O)(=O)=O)=CC=1>CCCCCC>[CH2:4]([O:16][C:13](=[O:17])[CH:14]([O:15][CH2:28][CH2:18][CH2:23][CH3:22])[NH:2][C:1]([O:3][CH2:4][C:5]1[CH:6]=[CH:7][CH:8]=[CH:9][CH:10]=1)=[O:11])[CH2:5][CH2:6][CH3:7] |f:1.2|. Reported procedure: A solution of 3.0 g. (0.02 mol.) of benzyl carbamate, 1.8 g. (0.02 mol.) of glyoxylic acid hydrate and 0.1 g of p-toluenesulfonic acid in 50 ml. of n-butanol was slowly distilled over a one hour period. The last of the solvent was removed in vacuo to give a residue which was dissolved in hexane and filtered to remove the p-toluenesulfonic acid. The filtrate was chromatographed on alumina (Woelm, activity II) and eluted with hexane. Concentration of the eluate in vacuo and molecular distillation ...